This data is from the Open Reaction Database (ORD), a public repository of structured organic reaction records. The task is: describe an organic reaction: reactants, conditions, products, and yield Reactants: solution, C[Si](C)(C)C=[N+]=[N-] (trimethylsilyl-diazomethane), CCCCCC (hexane), Br (hydrobromic acid), ClC1=C(C(=CC=C1)F)CC(=O)Cl (2-chloro-6-fluoro-phenylacetyl chloride). Solvent: O (water), mixture, C(C)#N (ACN), C1CCOC1 (THF). Run at temperature 0 celsius, time 5 hour. Yields the product BrCC(CC1=C(C=CC=C1F)Cl)=O (1-Bromo-3-(2-chloro-6-fluoro-phenyl)-2-propanone). Isolated yield 76.1%. RXN SMILES: C[Si](C=[N+]=[N-])(C)C.[CH3:8]CCCCC.[Cl:14][C:15]1[CH:20]=[CH:19][CH:18]=[C:17]([F:21])[C:16]=1[CH2:22][C:23](Cl)=[O:24].[BrH:26]>O.C(#N)C.C1COCC1>[Br:26][CH2:8][C:23](=[O:24])[CH2:22][C:16]1[C:17]([F:21])=[CH:18][CH:19]=[CH:20][C:15]=1[Cl:14]. Procedure: To a 2 M solution of trimethylsilyl-diazomethane in hexane (6.54 ml, 13.07 mmol) cooled to 0° C. under argon was added dropwise a solution of 2-chloro-6-fluoro-phenylacetyl chloride (1.23 g, 5.94 mmol) in 24 ml of a mixture of THF and ACN (1:1). The mixture was stirred at 0° C. for 5 h. Then 48% aqueous hydrobromic acid (5.91 ml, 52.28 mmol) was added dropwise and the solution was stirred at room temperature overnight. Then 40 ml of water were added. The aqueous phase was extracted twice with EA... The solvent is O1CCCC1 (tetrahydrofuran), O1CCCC1 (tetrahydrofuran), C1(=CC=CC=C1)C (toluene), ClCCl (dichloromethane). Reaction conditions: time 2 hour. Reported procedure: 215 mg tert.butyl [(3,5-dichloro-phenylsulphonyl)-(2,3-dihydro-1H-indol-5-yl)-amino]-acetate are dissolved in 10 ml dichloromethane. For this 75 μl diisopropylethylamine and 1 ml of a 20% solution of phosgene in toluene are added. The mixture is stirred for another 2 hours and then the solvents are eliminated in a nitrogen current. The residue is taken up in 10 ml of tetrahydrofuran. To this is added a solution prepared by the addition of 75 mg 4-aminopyridine to a solution of 30 mg sodium hydri... As a reaction SMILES: [Cl:1][C:2]1[CH:3]=[C:4]([S:9]([N:12]([CH2:22][C:23]([O:25][C:26]([CH3:29])([CH3:28])[CH3:27])=[O:24])[C:13]2[CH:14]=[C:15]3[C:19](=[CH:20][CH:21]=2)[NH:18][CH2:17][CH2:16]3)(=[O:11])=[O:10])[CH:5]=[C:6]([Cl:8])[CH:7]=1.C(N(C(C)C)CC)(C)C.[C:39](Cl)(Cl)=[O:40].[NH2:43][C:44]1[CH:49]=[CH:48][N:47]=[CH:46][CH:45]=1.[H-].[Na+]>ClCCl.C1(C)C=CC=CC=1.O1CCCC1>[Cl:1][C:2]1[CH:3]=[C:4]([S:9]([N:12]([CH2:22][C:23]([O:25][C:26]([CH3:29])([CH3:28])[CH3:27])=[O:24])[C:13]2[CH:14]=[C:15]3[C:19](=[CH:20][CH:21]=2)[N:18]([C:39](=[O:40])[NH:43][C:44]2[CH:49]=[CH:48][N:47]=[CH:46][CH:45]=2)[CH2:17][CH2:16]3)(=[O:11])=[O:10])[CH:5]=[C:6]([Cl:8])[CH:7]=1 |f:4.5|. Yields the product ClC=1C=C(C=C(C1)Cl)S(=O)(=O)N(C=1C=C2CCN(C2=CC1)C(NC1=CC=NC=C1)=O)CC(=O)OC(C)(C)C (tert.butyl {(3,5-dichloro-phenylsulphonyl)-[1-(pyridin-4-ylcarbamoyl)-2,3-dihydro-1H-indol-5-yl]-amino}-acetate). The reactants are NC1=CC=NC=C1 (4-aminopyridine), [H-].[Na+] (sodium hydride), C(C)(C)N(CC)C(C)C (diisopropylethylamine), solution, C(=O)(Cl)Cl (phosgene), ClC=1C=C(C=C(C1)Cl)S(=O)(=O)N(C=1C=C2CCNC2=CC1)CC(=O)OC(C)(C)C (tert.butyl [(3,5-dichloro-phenylsulphonyl)-(2,3-dihydro-1H-indol-5-yl)-amino]-acetate). Starting materials: Cc1ccc([N+](=O)[O-])c(CO)c1, ClCCl, O=[Cr](=O)([O-])O[Cr](=O)(=O)[O-], c1cc[nH+]cc1, c1cc[nH+]cc1. The product is Cc1ccc([N+](=O)[O-])c(C=O)c1. RXN SMILES: [CH3:1][c:2]1[cH:3][cH:4][c:5]([N+:10](=[O:11])[O-:12])[c:6]([CH2:8][OH:9])[cH:7]1.[Cl:34][CH2:35][Cl:36].[Cr:13]([O:14][Cr:15]([O-:16])(=[O:17])=[O:18])([O-:19])(=[O:20])=[O:21].[nH+:22]1[cH:23][cH:24][cH:25][cH:26][cH:27]1.[nH+:28]1[cH:29][cH:30][cH:31][cH:32][cH:33]1>>[CH3:1][c:2]1[cH:3][cH:4][c:5]([N+:10](=[O:11])[O-:12])[c:6]([CH:8]=[O:9])[cH:7]1. Starting materials: O=C(Br)CBr, CNc1ccccc1C(C)=O, ClCCl, [Na+], [OH-]. Yields the product CC(=O)c1ccccc1N(C)C(=O)CBr. RXN SMILES: [Br:1][CH2:2][C:3](=[O:4])[Br:5].[CH3:6][NH:7][c:8]1[c:9]([C:14]([CH3:15])=[O:16])[cH:10][cH:11][cH:12][cH:13]1.[Cl:19][CH2:20][Cl:21].[Na+:18].[OH-:17]>>[Br:1][CH2:2][C:3](=[O:4])[N:7]([CH3:6])[c:8]1[c:9]([C:14]([CH3:15])=[O:16])[cH:10][cH:11][cH:12][cH:13]1. Starting materials: COC(=O)c1c(-c2ccccc2)n(C)c(C)cc1=O, Cl, [Na+], [OH-]. Yields the product Cc1cc(=O)c(C(=O)O)c(-c2ccccc2)n1C. RXN SMILES: [CH3:1][n:2]1[c:3](-[c:14]2[cH:15][cH:16][cH:17][cH:18][cH:19]2)[c:4]([C:5](=[O:6])[O:7][CH3:8])[c:9](=[O:13])[cH:10][c:11]1[CH3:12].[ClH:22].[Na+:21].[OH-:20]>>[CH3:1][n:2]1[c:3](-[c:14]2[cH:15][cH:16][cH:17][cH:18][cH:19]2)[c:4]([C:5](=[O:6])[OH:7])[c:9](=[O:13])[cH:10][c:11]1[CH3:12]. Starting materials: Cl (HCl), C(=O)([O-])[O-].[K+].[K+] (K2CO3), C(C)(=O)OCC(=O)N1C2CC(CC1CC2)C2=NSC(=N2)NC2=NC=C(C=C2OC=2C(=NC=CC2)C)SC2=NC=CC=C2 (2-(3-(5-(3-(2-Methylpyridin-3-yloxy)-5-(pyridin-2-ylthio)pyridin-2-ylamino)-1,2,4-thiadiazol-3-yl)-8-azabicyclo[3.2.1]octan-8-yl)-2-oxoethyl acetate). Run in CCO (EtOH). Reaction conditions: temperature 50 celsius. Yields the product Cl.OCC(=O)N1C2CC(CC1CC2)C2=NSC(=N2)NC2=NC=C(C=C2OC=2C(=NC=CC2)C)SC2=NC=CC=C2 (2-hydroxy-1-(3-(5-(3-(2-methylpyridin-3-yloxy)-5-(pyridin-2-ylthio)pyridin-2-ylamino)-1,2,4-thiadiazol-3-yl)-8-azabicyclo[3.2.1]octan-8-yl)ethanone hydrochloride). Yield: 83.1%. As a reaction SMILES: C([O:4][CH2:5][C:6]([N:8]1[CH:13]2[CH2:14][CH2:15][CH:9]1[CH2:10][CH:11]([C:16]1[N:20]=[C:19]([NH:21][C:22]3[C:27]([O:28][C:29]4[C:30]([CH3:35])=[N:31][CH:32]=[CH:33][CH:34]=4)=[CH:26][C:25]([S:36][C:37]4[CH:42]=[CH:41][CH:40]=[CH:39][N:38]=4)=[CH:24][N:23]=3)[S:18][N:17]=1)[CH2:12]2)=[O:7])(=O)C.C([O-])([O-])=O.[K+].[K+].[ClH:49]>CCO>[ClH:49].[OH:4][CH2:5][C:6]([N:8]1[CH:9]2[CH2:15][CH2:14][CH:13]1[CH2:12][CH:11]([C:16]1[N:20]=[C:19]([NH:21][C:22]3[C:27]([O:28][C:29]4[C:30]([CH3:35])=[N:31][CH:32]=[CH:33][CH:34]=4)=[CH:26][C:25]([S:36][C:37]4[CH:42]=[CH:41][CH:40]=[CH:39][N:38]=4)=[CH:24][N:23]=3)[S:18][N:17]=1)[CH2:10]2)=[O:7] |f:1.2.3,6.7|. Procedure details: 2-(3-(5-(3-(2-Methylpyridin-3-yloxy)-5-(pyridin-2-ylthio)pyridin-2-ylamino)-1,2,4-thiadiazol-3-yl)-8-azabicyclo[3.2.1]octan-8-yl)-2-oxoethyl acetate (95 mg, 0.157 mmol) was dissolved in EtOH (3 mL) and K2CO3 (excess) was added and heated to 50° C. for 1.5 hr. The reaction was partitioned between CH2Cl2 and saturated aqueous NH4Cl, dried over sodium sulfate, filtered and concentrated. The residue was purified on silica gel (15% methanol in EtOAc) to afford 2-hydroxy-1-(3-(5-(3-(2-methylpyridin-3-...